From a dataset of the Open Reaction Database (ORD), a public repository of structured organic reaction records. describe an organic reaction: reactants, conditions, products, and yield Starting materials: Cl.C(#N)C1(CC1)NC(=O)[C@H]1NC[C@@H](C1)S(=O)(=O)C1=C(C=CC=C1)Cl ((2S,4R)-4-(2-chloro-benzenesulfonyl)-pyrrolidine-2-carboxylic acid (1-cyano-cyclopropyl)-amide hydrochloride), C1(CCCCC1)C(=O)O (cyclohexanecarboxylic acid), A1. The product is C(#N)C1(CC1)NC(=O)[C@H]1N(C[C@@H](C1)S(=O)(=O)C1=C(C=CC=C1)Cl)C(=O)C1CCCCC1 ((2S,4R)-4-(2-chloro-benzenesulfonyl)-1-cyclohexanecarbonyl-pyrrolidine-2-carboxylic acid (1-cyano-cyclopropyl)-amide). RXN SMILES: Cl.[C:2]([C:4]1([NH:7][C:8]([C@@H:10]2[CH2:14][C@@H:13]([S:15]([C:18]3[CH:23]=[CH:22][CH:21]=[CH:20][C:19]=3[Cl:24])(=[O:17])=[O:16])[CH2:12][NH:11]2)=[O:9])[CH2:6][CH2:5]1)#[N:3].[CH:25]1([C:31](O)=[O:32])[CH2:30][CH2:29][CH2:28][CH2:27][CH2:26]1>>[C:2]([C:4]1([NH:7][C:8]([C@@H:10]2[CH2:14][C@@H:13]([S:15]([C:18]3[CH:23]=[CH:22][CH:21]=[CH:20][C:19]=3[Cl:24])(=[O:17])=[O:16])[CH2:12][N:11]2[C:31]([CH:25]2[CH2:30][CH2:29][CH2:28][CH2:27][CH2:26]2)=[O:32])=[O:9])[CH2:6][CH2:5]1)#[N:3] |f:0.1|. Reported procedure: (2S,4R)-4-(2-chloro-benzenesulfonyl)-pyrrolidine-2-carboxylic acid (1-cyano-cyclopropyl)-amide hydrochloride from experiment K4 was coupled with cyclohexanecarboxylic acid in analogy to experiment A1 to give (2S,4R)-4-(2-chloro-benzenesulfonyl)-1-cyclohexanecarbonyl-pyrrolidine-2-carboxylic acid (1-cyano-cyclopropyl)-amide as a colorless oil. MS: 464.1 [M+H]+. Starting materials: O=C(O)C1Cc2c([nH]c3ccccc23)CN1, CS(C)=O, CCO, [Cl-], Cl, O=N[O-], Nc1ccccc1, [Na+], [Na+], [OH-], O, S=C=S, N#[N+]c1ccccc1. Yields the product O=C(O)C1Cc2c([nH]c3ccccc23)CN1C(=S)Sc1ccccc1. As a reaction SMILES: [CH2:1]1[NH:2][CH:3]([C:14](=[O:15])[OH:16])[CH2:4][c:5]2[c:6]3[cH:7][cH:8][cH:9][cH:10][c:11]3[nH:12][c:13]21.[CH3:43][S:44]([CH3:45])=[O:46].[CH3:47][CH2:48][OH:49].[Cl-:19].[ClH:39].[N:35]([O-:36])=[O:37].[NH2:28][c:29]1[cH:30][cH:31][cH:32][cH:33][cH:34]1.[Na+:18].[Na+:38].[OH-:17].[OH2:50].[S:40]=[C:41]=[S:42].[c:20]1([N+:26]#[N:27])[cH:21][cH:22][cH:23][cH:24][cH:25]1>>[CH2:1]1[N:2]([C:41](=[S:40])[S:42][c:20]2[cH:21][cH:22][cH:23][cH:24][cH:25]2)[CH:3]([C:14](=[O:15])[OH:16])[CH2:4][c:5]2[c:6]3[cH:7][cH:8][cH:9][cH:10][c:11]3[nH:12][c:13]21. Starting materials: C(=O)([O-])C(O)C(O)C(=O)[O-].[K+].[Na+] (sodium potassium tartrate), solution, [H-].[Al+3].[Li+].[H-].[H-].[H-] (lithium aluminium hydride), [Si](C)(C)(C(C)(C)C)O[C@@H]1C=2C(=C(C(=NC2CC(C1)(C)C)C1CCCC1)C(=O)C1=CC=C(C=C1)C(F)(F)F)C1CCCCC1 (((5S)-5-{[tert-butyl(dimethyl)silyl]oxy}-4-cyclohexyl-2-cyclopentyl-7,7-dimethyl-5,6,7,8-tetrahydroquinolin-3-yl)[4-(trifluoromethyl)phenyl]methanone). Solvent: C1CCOC1 (THF), C1CCOC1 (THF). Product: [Si](C)(C)(C(C)(C)C)O[C@@H]1C=2C(=C(C(=NC2CC(C1)(C)C)C1CCCC1)[C@@H](O)C1=CC=C(C=C1)C(F)(F)F)C1CCCCC1 ((S)-((5S)-5-{[tert-butyl(dimethyl)silyl]oxy}-4-cyclohexyl-2-cyclopentyl-7,7-dimethyl-5,6,7,8-tetrahydroquinolin-3-yl)[4-(trifluoromethyl)phenyl]methanol). Reaction SMILES: [H-].[Al+3].[Li+].[H-].[H-].[H-].[Si:7]([O:14][C@H:15]1[CH2:24][C:23]([CH3:26])([CH3:25])[CH2:22][C:21]2[N:20]=[C:19]([CH:27]3[CH2:31][CH2:30][CH2:29][CH2:28]3)[C:18]([C:32]([C:34]3[CH:39]=[CH:38][C:37]([C:40]([F:43])([F:42])[F:41])=[CH:36][CH:35]=3)=[O:33])=[C:17]([CH:44]3[CH2:49][CH2:48][CH2:47][CH2:46][CH2:45]3)[C:16]1=2)([C:10]([CH3:13])([CH3:12])[CH3:11])([CH3:9])[CH3:8].C(C(C(C([O-])=O)O)O)([O-])=O.[K+].[Na+]>C1COCC1>[Si:7]([O:14][C@H:15]1[CH2:24][C:23]([CH3:26])([CH3:25])[CH2:22][C:21]2[N:20]=[C:19]([CH:27]3[CH2:28][CH2:29][CH2:30][CH2:31]3)[C:18]([C@H:32]([C:34]3[CH:35]=[CH:36][C:37]([C:40]([F:43])([F:42])[F:41])=[CH:38][CH:39]=3)[OH:33])=[C:17]([CH:44]3[CH2:45][CH2:46][CH2:47][CH2:48][CH2:49]3)[C:16]1=2)([C:10]([CH3:11])([CH3:12])[CH3:13])([CH3:9])[CH3:8] |f:0.1.2.3.4.5,7.8.9|. Procedure: At 0° C., 10.25 ml of a 1 M solution of lithium aluminium hydride (10.25 mmol, 1.1 eq.) in THF are added dropwise to a solution of 5.72 g (9.3 mmol) of the compound from Example 4A in 116 ml of dry THF. With stirring, the mixture is warmed to room temperature over a period of 6 h. For work-up, 120 ml of a saturated sodium potassium tartrate solution are added carefully. After the evolution of gas has ceased, the mixture is extracted three times with ethyl acetate, the combined organic phases are...